This data is from the Open Reaction Database (ORD), a public repository of structured organic reaction records. The task is: describe an organic reaction: reactants, conditions, products, and yield Starting materials: N1=C(C=CC2=CC=CC=C12)COC1=CC=C(CC2=CNC3=CC=C(C=C23)C(=O)OC)C=C1 (3-[4-(Quinolin-2-ylmethoxy)benzyl]indole-5-carboxylic acid, methyl ester), CN1C=C(C2=CC=C(C=C12)C(=O)O)CC1=CC=C(C=C1)OCC1=NC2=CC=CC=C2C=C1 (1-Methyl-3-[4-(quinolin-2-ylmethoxy)benzyl]indole-6-carboxylic acid). Yields the product N1=C(C=CC2=CC=CC=C12)COC1=CC=C(CC2=CNC3=CC=C(C=C23)C(=O)O)C=C1 (3-[4-(Quinolin-2-ylmethoxy)benzyl]indole-5-carboxylic acid). Reaction SMILES: [N:1]1[C:10]2[C:5](=[CH:6][CH:7]=[CH:8][CH:9]=2)[CH:4]=[CH:3][C:2]=1[CH2:11][O:12][C:13]1[CH:32]=[CH:31][C:16]([CH2:17][C:18]2[C:26]3[C:21](=[CH:22][CH:23]=[C:24]([C:27]([O:29]C)=[O:28])[CH:25]=3)[NH:20][CH:19]=2)=[CH:15][CH:14]=1.CN1C2C(=CC=C(C(O)=O)C=2)C(CC2C=CC(OCC3C=CC4C(=CC=CC=4)N=3)=CC=2)=C1>>[N:1]1[C:10]2[C:5](=[CH:6][CH:7]=[CH:8][CH:9]=2)[CH:4]=[CH:3][C:2]=1[CH2:11][O:12][C:13]1[CH:32]=[CH:31][C:16]([CH2:17][C:18]2[C:26]3[C:21](=[CH:22][CH:23]=[C:24]([C:27]([OH:29])=[O:28])[CH:25]=3)[NH:20][CH:19]=2)=[CH:15][CH:14]=1. Procedure details: This compound was prepared from the methyl ester (Example 13, part i) by the method described in Example 10, part iii, m.p. 227°-228° C. Starting materials: C(=O)[C@H]1CN(C[C@@H]1C1=CC=CC=C1)[C@@H](C(=O)OCC1=CC=C(C=C1)OC)C1CCCCC1 (α-(R)-(3-(R)-formyl-4-(S)-phenylpyrrolidin-1-yl)-cyclohexaneacetic acid, para-methoxybenzyl ester), N1CCC(CC1)C=1SC2=C(N1)C=CC=C2 (2-(Piperidin-4-yl)benzothiazole), C(C)(=O)O[BH-](OC(C)=O)OC(C)=O.[Na+] (sodium triacetoxyborohydride). Solvent: C1CCOC1 (THF). The product is S1C(=NC2=C1C=CC=C2)C2CCN(CC2)C[C@H]2CN(C[C@@H]2C2=CC=CC=C2)[C@@H](C(=O)OCC2=CC=C(C=C2)OC)C2CCCCC2 (α-(R)-(3-(S)-((4-(Benzothiazol-2-yl)piperidin-1-yl)methyl)-4-(S)-phenylpyrrolidin-1-yl)-cyclohexaneacetic acid, 4-methoxybenzyl ester). Isolated yield 73.5%. As a reaction SMILES: [CH:1]([C@@H:3]1[C@@H:7]([C:8]2[CH:13]=[CH:12][CH:11]=[CH:10][CH:9]=2)[CH2:6][N:5]([C@H:14]([CH:27]2[CH2:32][CH2:31][CH2:30][CH2:29][CH2:28]2)[C:15]([O:17][CH2:18][C:19]2[CH:24]=[CH:23][C:22]([O:25][CH3:26])=[CH:21][CH:20]=2)=[O:16])[CH2:4]1)=O.[NH:33]1[CH2:38][CH2:37][CH:36]([C:39]2[S:40][C:41]3[CH:47]=[CH:46][CH:45]=[CH:44][C:42]=3[N:43]=2)[CH2:35][CH2:34]1.C(O[BH-](OC(=O)C)OC(=O)C)(=O)C.[Na+]>C1COCC1>[S:40]1[C:41]2[CH:47]=[CH:46][CH:45]=[CH:44][C:42]=2[N:43]=[C:39]1[CH:36]1[CH2:35][CH2:34][N:33]([CH2:1][C@@H:3]2[C@@H:7]([C:8]3[CH:9]=[CH:10][CH:11]=[CH:12][CH:13]=3)[CH2:6][N:5]([C@H:14]([CH:27]3[CH2:32][CH2:31][CH2:30][CH2:29][CH2:28]3)[C:15]([O:17][CH2:18][C:19]3[CH:24]=[CH:23][C:22]([O:25][CH3:26])=[CH:21][CH:20]=3)=[O:16])[CH2:4]2)[CH2:38][CH2:37]1 |f:2.3|. Reported procedure: To a solution of 52 mg of α-(R)-(3-(R)-formyl-4-(S)-phenylpyrrolidin-1-yl)-cyclohexaneacetic acid, 4-methoxybenzyl ester (prepared above as Aldehyde 5) and 50 mg of 2-(piperidin-4-yl)benzothiazole (from Step B) in 2.5 mL of THF was added two spatula tips of 3 Å molecular sieves. After stirring at room temperature for 20 mim., 50 mg of sodium triacetoxyborohydride was added and the reaction was stirred at room temperature for 18 hours. The reaction was quenched with MeOH and diluted with EtOAc. A... Yields the product O=C1Nc2cccc(Br)c2C12CCN(Cc1ccccc1)CC2. Starting materials: O=C1Cc2c(Br)cccc2N1, ClCCN(CCCl)Cc1ccccc1, C1CCOC1, C[Si](C)(C)[N-][Si](C)(C)C, Cl, [Na+]. As a reaction SMILES: [Br:1][c:2]1[c:3]2[c:7]([cH:8][cH:9][cH:10]1)[NH:6][C:5](=[O:11])[CH2:4]2.[CH2:23]([c:24]1[cH:25][cH:26][cH:27][cH:28][cH:29]1)[N:30]([CH2:31][CH2:32][Cl:36])[CH2:34][CH2:35][Cl:33].[CH2:37]1[O:38][CH2:39][CH2:40][CH2:41]1.[CH3:13][Si:14]([N-:15][Si:16]([CH3:17])([CH3:18])[CH3:19])([CH3:20])[CH3:21].[ClH:22].[Na+:12]>>[Br:1][c:2]1[c:3]2[c:7]([cH:8][cH:9][cH:10]1)[NH:6][C:5](=[O:11])[C:4]21[CH2:32][CH2:31][N:30]([CH2:23][c:24]2[cH:25][cH:26][cH:27][cH:28][cH:29]2)[CH2:34][CH2:35]1. Reactants: COC(CC1=CC2=CC=C(C=C2C(=C1C)OS(=O)(=O)C(F)(F)F)Cl)=O ((6-chloro-3-methyl-4-trifluoromethanesulfonyloxy-naphthalen-2-yl)-acetic acid methyl ester), C1(=CC=CC=C1)P(C1=CC=CC=C1)C1=CC=CC=C1 (Triphenylphosphine), FC(OC1=CC=C(C=C1)NS(=O)(=O)C1=CC=C(C=C1)B(O)O)(F)F (4-(N-(4-(trifluoromethoxy)phenyl)sulfamoyl)phenyl-boronic acid), aqueous solution, C([O-])([O-])=O.[Na+].[Na+] (sodium carbonate). Reagents/catalysts: C(C)(=O)[O-].[Pd+2].C(C)(=O)[O-] (palladium (II) acetate). Solvent: O (Water), C(OC)COC (dimethoxyethane). The product is COC(CC1=CC2=CC=C(C=C2C(=C1C)C1=CC=C(C=C1)S(NC1=CC=C(C=C1)OC(F)(F)F)(=O)=O)Cl)=O ({6-Chloro-3-methyl-4-[4-(4-trifluoromethoxy-phenylsulfamoyl)-phenyl]-naphthalen-2-yl}-acetic acid methyl ester). Reaction SMILES: [CH3:1][O:2][C:3](=[O:25])[CH2:4][C:5]1[C:14]([CH3:15])=[C:13](OS(C(F)(F)F)(=O)=O)[C:12]2[C:7](=[CH:8][CH:9]=[C:10]([Cl:24])[CH:11]=2)[CH:6]=1.C1(P(C2C=CC=CC=2)C2C=CC=CC=2)C=CC=CC=1.[F:45][C:46]([F:68])([F:67])[O:47][C:48]1[CH:53]=[CH:52][C:51]([NH:54][S:55]([C:58]2[CH:63]=[CH:62][C:61](B(O)O)=[CH:60][CH:59]=2)(=[O:57])=[O:56])=[CH:50][CH:49]=1.C(=O)([O-])[O-].[Na+].[Na+]>C(COC)OC.C([O-])(=O)C.[Pd+2].C([O-])(=O)C.O>[CH3:1][O:2][C:3](=[O:25])[CH2:4][C:5]1[C:14]([CH3:15])=[C:13]([C:61]2[CH:62]=[CH:63][C:58]([S:55](=[O:56])(=[O:57])[NH:54][C:51]3[CH:50]=[CH:49][C:48]([O:47][C:46]([F:67])([F:45])[F:68])=[CH:53][CH:52]=3)=[CH:59][CH:60]=2)[C:12]2[C:7](=[CH:8][CH:9]=[C:10]([Cl:24])[CH:11]=2)[CH:6]=1 |f:3.4.5,7.8.9|. Procedure details: A stirred solution of (6-chloro-3-methyl-4-trifluoromethanesulfonyloxy-naphthalen-2-yl)-acetic acid methyl ester (0.10 g, 0.25 mmol) in dimethoxyethane (5 mL) was purged with argon for 5 minutes at room temperature. Triphenylphosphine (0.015 g, 0.055 mmol), palladium (II) acetate (0.006 g, 0.027 mmol), 4-(N-(4-(trifluoromethoxy)phenyl)sulfamoyl)phenyl-boronic acid (0.118 g, 0.33 mmol) and a 2 M aqueous solution of sodium carbonate (0.6 mL, 1.2 mmol) were added simultaneously to the reaction mixt... Reactants: Oc1cc(Br)cc(Br)c1, C1CCCC1, CCCCP(CCCC)CCCC, C1CCOC1, CO, O=C(N=NC(=O)N1CCCCC1)N1CCCCC1. Product: Brc1cc(Br)cc(OCC2CCCC2)c1. As a reaction SMILES: [Br:1][c:2]1[cH:3][c:4]([OH:9])[cH:5][c:6]([Br:8])[cH:7]1.[CH2:12]1[CH2:13][CH2:14][CH2:15][CH2:16]1.[CH2:17]([P:18]([CH2:19][CH2:20][CH2:21][CH3:22])[CH2:23][CH2:24][CH2:25][CH3:26])[CH2:27][CH2:28][CH3:29].[CH2:48]1[O:49][CH2:50][CH2:51][CH2:52]1.[CH3:10][OH:11].[N:30]([C:31]([N:32]1[CH2:33][CH2:34][CH2:35][CH2:36][CH2:37]1)=[O:38])=[N:39][C:40]([N:41]1[CH2:42][CH2:43][CH2:44][CH2:45][CH2:46]1)=[O:47]>>[Br:1][c:2]1[cH:3][c:4]([O:9][CH2:17][CH:12]2[CH2:13][CH2:14][CH2:15][CH2:16]2)[cH:5][c:6]([Br:8])[cH:7]1. Starting materials: COC=1C=C(C=C)C=C(C1)OC (3,5-Dimethoxystyrene). The reagents and catalysts are [C].[Pd] (palladium-carbon). The solvent is CO (methanol), C(C)(=O)OCC (ethyl acetate). Yields the product COC1=CC(=CC(=C1)CC)OC (1,3-dimethoxy-5-ethylbenzene). Yield: 84.2%. As a reaction SMILES: [CH3:1][O:2][C:3]1[CH:4]=[C:5]([CH:8]=[C:9]([O:11][CH3:12])[CH:10]=1)[CH:6]=[CH2:7]>CO.C(OCC)(=O)C.[C].[Pd]>[CH3:12][O:11][C:9]1[CH:8]=[C:5]([CH2:6][CH3:7])[CH:4]=[C:3]([O:2][CH3:1])[CH:10]=1 |f:3.4|. Procedure details: 3,5-Dimethoxystyrene (8.29 g) is dissolved in a mixture of methanol (70 ml) and ethyl acetate (10 ml), and the mixture is subjected to catalytic hydrogenation with using 10% palladium-carbon (51.4% aqueous, 1.2 g) under atmospheric pressure. One hour thereafter, the catalyst is removed by filtration, and the filtrate is concentrated under reduced pressure. The residue is purified by silica gel column chromatography (solvent; hexane/ethyl acetate) to give 1,3-dimethoxy-5-ethylbenzene (7.07 g). The reactants are CCN(CC)c1ccccc1, C#CC(Oc1cc(C=O)cc(OC)c1OC)C1CC1. The product is COc1cc(C=O)c2c(c1OC)OC(C1CC1)C=C2. RXN SMILES: [CH2:20]([N:21]([CH2:22][CH3:23])[c:24]1[cH:25][cH:26][cH:27][cH:28][cH:29]1)[CH3:30].[CH:1]1([CH:4]([C:5]#[CH:6])[O:7][c:8]2[cH:9][c:10]([CH:11]=[O:12])[cH:13][c:14]([O:18][CH3:19])[c:15]2[O:16][CH3:17])[CH2:2][CH2:3]1>>[CH:1]1([CH:4]2[CH:5]=[CH:6][c:9]3[c:8]([c:15]([O:16][CH3:17])[c:14]([O:18][CH3:19])[cH:13][c:10]3[CH:11]=[O:12])[O:7]2)[CH2:2][CH2:3]1. Reactants: C(C)CC(C(=O)O)(C)Br (Ethyl-2-bromoisobutyric acid), C([O-])(O)=O.[Na+] (sodium bicarbonate), BrC1=C(C=C(N)C=C1C)C (4-bromo-3,5-dimethyl-aniline), C(C)(=O)OCC (ethyl acetate). Product: BrC1=C(C=C(C=C1C)NC(C(=O)OCC)(C)C)C (ethyl 2-[(4-bromo-3,5-dimethyl-phenyl)amino]-2-methyl-propanoate). Yield: 29.0%. Reaction SMILES: C([CH2:3][C:4](Br)([CH3:8])[C:5]([OH:7])=[O:6])C.C(=O)(O)[O-].[Na+].[Br:15][C:16]1[C:22]([CH3:23])=[CH:21][C:19]([NH2:20])=[CH:18][C:17]=1[CH3:24].[C:25](OCC)(=O)[CH3:26]>>[Br:15][C:16]1[C:22]([CH3:23])=[CH:21][C:19]([NH:20][C:4]([CH3:3])([CH3:8])[C:5]([O:7][CH2:25][CH3:26])=[O:6])=[CH:18][C:17]=1[CH3:24] |f:1.2|. Reported procedure: Ethyl-2-bromoisobutyric acid (3.7 ml, 24.99 mmol) and sodium bicarbonate (630 mg, 7.49 mmol) were added to 4-bromo-3,5-dimethyl-aniline (500 mg, 2.49 mmol), and the mixture was irradiated with microwaves at 130° C. for 15 minutes. The reaction mixture was diluted with ethyl acetate, and the organic layer was sequentially washed with water and saturated brine and concentrated under reduced pressure. The resulting residue was purified by silica gel column chromatography (hexane-ethyl acetate) to g... Yields the product FC1=C(CN2N=C(C=3CN(C(CC32)C)C(C)=O)C3=CC=C(C=C3)F)C=CC(=C1)F (1-[1-(2,4-Difluoro-benzyl)-3-(4-fluoro-phenyl)-6-methyl-1,4,6,7-tetrahydro-pyrazolo[4,3-c]pyridin-5-yl]-ethanone). Reaction conditions: temperature 25 celsius, time 16 hour. The solvent is O (water). The yield is 28.9%. As a reaction SMILES: F[C:2](F)(F)[C:3](O)=[O:4].[F:8][C:9]1[CH:32]=[C:31]([F:33])[CH:30]=[CH:29][C:10]=1[CH2:11][N:12]1[C:20]2[CH2:19][CH:18]([CH3:21])[NH:17][CH2:16][C:15]=2[C:14]([C:22]2[CH:27]=[CH:26][C:25]([F:28])=[CH:24][CH:23]=2)=[N:13]1.C(OC(=O)C)(=O)C.N1C=CC=CC=1>O>[F:8][C:9]1[CH:32]=[C:31]([F:33])[CH:30]=[CH:29][C:10]=1[CH2:11][N:12]1[C:20]2[CH2:19][CH:18]([CH3:21])[N:17]([C:3](=[O:4])[CH3:2])[CH2:16][C:15]=2[C:14]([C:22]2[CH:23]=[CH:24][C:25]([F:28])=[CH:26][CH:27]=2)=[N:13]1 |f:0.1|. Procedure details: A mixture of 1-(2,4-Difluoro-benzyl)-3-(4-fluoro-phenyl)-6-methyl-4,5,6,7-tetrahydro-1H-pyrazolo[4,3-c]pyridine (7a) (0.53 g, 1.35 mmol), acetic anhydride (5.5 ml) and pyridine (5.5 ml) was stirred at 25° C. for 16 h. The mixture was poured on 50 ml water, extracted with 150 ml ethyl acetate, the combined organic layers were washed with 3 times 0.5 N NaOH (50 ml) and once with brine, dried over MgSO4, filtrated and evaporated to dryness. The crude product was silica gel chromatography (eluting w... Starting materials: FC(C(=O)O)(F)F.FC1=C(CN2N=C(C=3CNC(CC32)C)C3=CC=C(C=C3)F)C=CC(=C1)F (1-(2,4-Difluoro-benzyl)-3-(4-fluoro-phenyl)-6-methyl-4,5,6,7-tetrahydro-1H-pyrazolo[4,3-c]pyridine, trifluoroacetate salt), C(C)(=O)OC(C)=O (acetic anhydride), N1=CC=CC=C1 (pyridine).